From a dataset of the Open Reaction Database (ORD), a public repository of structured organic reaction records. describe an organic reaction: reactants, conditions, products, and yield The reactants are C([O-])([O-])=O.[K+].[K+] (potassium carbonate), CS(=O)(=O)N1CCC(=CC1)C=1C=C2C(=CN1)O[C@@](C2)(C2CCNCC2)C ((S)-5-(1-methanesulfonyl-1,2,3,6-tetrahydro-pyridin-4-yl)-2-methyl-2-piperidin-4-yl-2,3-dihydro-furo[2,3-c]pyridine), Intermediate 41, ClC1=NC=C(C=N1)CC (2-chloro-5-ethyl-pyrimidine). Solvent: CS(=O)C (dimethylsulfoxide). The product is C(C)C=1C=NC(=NC1)N1CCC(CC1)[C@@]1(CC=2C(=CN=C(C2)C=2CCN(CC2)S(=O)(=O)C)O1)C ((S)-2-[1-(5-Ethyl-pyrimidin-2-yl)-piperidin-4-yl]-5-(1-methanesulfonyl-1,2,3,6-tetrahydro-pyridin-4-yl)-2-methyl-2,3-dihydrofuro[2,3-c]pyridine). RXN SMILES: [CH3:1][S:2]([N:5]1[CH2:10][CH:9]=[C:8]([C:11]2[CH:12]=[C:13]3[CH2:19][C@@:18]([CH3:26])([CH:20]4[CH2:25][CH2:24][NH:23][CH2:22][CH2:21]4)[O:17][C:14]3=[CH:15][N:16]=2)[CH2:7][CH2:6]1)(=[O:4])=[O:3].Cl[C:28]1[N:33]=[CH:32][C:31]([CH2:34][CH3:35])=[CH:30][N:29]=1.C(=O)([O-])[O-].[K+].[K+]>CS(C)=O>[CH2:34]([C:31]1[CH:30]=[N:29][C:28]([N:23]2[CH2:24][CH2:25][CH:20]([C@@:18]3([CH3:26])[O:17][C:14]4=[CH:15][N:16]=[C:11]([C:8]5[CH2:9][CH2:10][N:5]([S:2]([CH3:1])(=[O:3])=[O:4])[CH2:6][CH:7]=5)[CH:12]=[C:13]4[CH2:19]3)[CH2:21][CH2:22]2)=[N:33][CH:32]=1)[CH3:35] |f:2.3.4|. Procedure: The title compound is prepared from (S)-5-(1-methanesulfonyl-1,2,3,6-tetrahydro-pyridin-4-yl)-2-methyl-2-piperidin-4-yl-2,3-dihydro-furo[2,3-c]pyridine (Intermediate 41; the configuration of the stereocenter is arbitrarily assigned) and 2-chloro-5-ethyl-pyrimidine in dimethylsulfoxide at 105° C. in the presence of potassium carbonate. LC (method 4): tR=0.91 min; Mass spectrum (ESI+): m/z=484 [M+H]+.